Dataset: the Open Reaction Database (ORD), a public repository of structured organic reaction records. Task: describe an organic reaction: reactants, conditions, products, and yield Reactants: C(C)(C)(C)OC(=O)C1=NC=C(C=C1C)C#N (5-cyano-3-methylpyridine-2-carboxylic acid tert-butyl ester), O (H2O), C(=O)(C(F)(F)F)O (TFA). Solvent: C1(=CC=CC=C1)C (toluene), C1(=CC=CC=C1)C (toluene). Conditions: temperature 33 celsius, time 60 minute. The product is C(#N)C=1C=C(C(=NC1)C(=O)O)C (5-Cyano-3-methylpyridine-2-carboxylic acid). As a reaction SMILES: C([O:5][C:6]([C:8]1[C:13]([CH3:14])=[CH:12][C:11]([C:15]#[N:16])=[CH:10][N:9]=1)=[O:7])(C)(C)C.O.C(O)(C(F)(F)F)=O>C1(C)C=CC=CC=1>[C:15]([C:11]1[CH:12]=[C:13]([CH3:14])[C:8]([C:6]([OH:7])=[O:5])=[N:9][CH:10]=1)#[N:16]. Reported procedure: To the stirred solution of 5-cyano-3-methylpyridine-2-carboxylic acid tert-butyl ester (20.7 g, 94.9 mmol) in toluene (200 mL) was added H2O (3.4 mL) at ambient temperature. The mixture was then cooled to 0˜5° C. with stirring, at this point, TFA (200 mL) was added to the mixture slowly while maintaining the reaction temperature at 25˜35° C. The reaction mixture was then heated at 33° C. with stirring. After 60 min, to the reaction mixture was added toluene and the mixture was concentrated in va... Reactants: CC1=CC=CC=2N1N=CC2C(=O)O (7-methyl-3-pyrazolo[1,5-a]pyridinecarboxylic acid), resultant mixture, resultant solution, N12C[C@@H](C(CC1)CC2)N ((R)-(+)-1-azabicyclo[2.2.2]octan-3-amine), [OH-].[Na+] (NaOH). Solvent: C(Cl)Cl (methylene chloride), S(=O)(Cl)Cl (thionyl chloride), C(C)(=O)OCC (ethyl acetate). Conditions: time 10 minute. The product is N12C[C@@H](C(CC1)CC2)NC(=O)C=2C=NN1C2C=CC=C1C ((R)-(+)-N-(1-azabicyclo[2.2.2]oct-3-yl)-7-methylpyrazolo[1,5-a]pyridine-3-carboxamide), crystals. The yield is 77.0%. Reaction SMILES: [CH3:1][C:2]1[N:7]2[N:8]=[CH:9][C:10]([C:11]([OH:13])=O)=[C:6]2[CH:5]=[CH:4][CH:3]=1.[N:14]12[CH2:21][CH2:20][CH:17]([CH2:18][CH2:19]1)[C@@H:16]([NH2:22])[CH2:15]2.[OH-].[Na+]>S(Cl)(Cl)=O.C(Cl)Cl.C(OCC)(=O)C>[N:14]12[CH2:21][CH2:20][CH:17]([CH2:18][CH2:19]1)[C@@H:16]([NH:22][C:11]([C:10]1[CH:9]=[N:8][N:7]3[C:2]([CH3:1])=[CH:3][CH:4]=[CH:5][C:6]=13)=[O:13])[CH2:15]2 |f:2.3|. Reported procedure: A solution of 166 mg (0.945 mmol) of 7-methyl-3-pyrazolo[1,5-a]pyridinecarboxylic acid in 3 ml of thionyl chloride was heated under reflux for 30 minutes. Thionyl chloride was distilled off under reduced pressure and the residue was dissolved in 5 ml of methylene chloride. The resultant solution was added dropwise under ice cooling to a solution of 200 mg (1 mmol) of (R)-(+)-1-azabicyclo[2.2.2]octan-3-amine, which had been prepared in accordance with the procedure disclosed in Japanese Patent Ap... The reactants are ClC1=C(C=CC=C1)B(O)O (2-chlorophenylboronic acid), I (hydroiodic acid), ClC1=NC=NC(=C1)Cl (4,6-dichloropyrimidine), chloro. Yields the product IC1=NC=NC(=C1)C1=C(C=CC=C1)Cl (4-Iodo-6-(2-chlorophenyl)pyrimidine). Reaction SMILES: [Cl:1][C:2]1[CH:7]=[CH:6][CH:5]=[CH:4][C:3]=1B(O)O.Cl[C:12]1[CH:17]=[C:16](Cl)[N:15]=[CH:14][N:13]=1.[IH:19]>>[I:19][C:12]1[CH:17]=[C:16]([C:3]2[CH:4]=[CH:5][CH:6]=[CH:7][C:2]=2[Cl:1])[N:15]=[CH:14][N:13]=1. Procedure: The compound was prepared according to Example 1 using 2-chlorophenylboronic acid and 4,6-dichloropyrimidine. The resultant chloro compound was converted to iodo with hydroiodic acid as described in the general procedure. Reactants: CC(=O)CN1C(=O)c2ccccc2S1(=O)=O, C[O-], CCO, Cl, [Na+]. Yields the product CC(=O)C1NS(=O)(=O)c2ccccc2C1=O. Reaction SMILES: [CH2:1]([C:2](=[O:3])[CH3:4])[N:5]1[S:6](=[O:7])(=[O:8])[c:9]2[cH:10][cH:11][cH:12][cH:13][c:14]2[C:15]1=[O:16].[CH3:17][O-:18].[CH3:21][CH2:22][OH:23].[ClH:20].[Na+:19]>>[CH:1]1([C:2](=[O:3])[CH3:4])[NH:5][S:6](=[O:7])(=[O:8])[c:9]2[cH:10][cH:11][cH:12][cH:13][c:14]2[C:15]1=[O:16]. The reactants are NN (hydrazine), C(C)(=O)O (acetic acid), CN(C)C=NC(C)=O (N-((dimethylamino)methylene)acetamide). Conditions: temperature 90 celsius. The product is CC1=NC=NN1C1=NC=C(C=N1)C(=O)O (2-(5-Methyl-1H-1,2,4-triazol-1-yl)pyrimidine-5-carboxylic acid). As a reaction SMILES: [NH2:1][NH2:2].C[N:4]([CH:6]=[N:7][C:8](=O)[CH3:9])[CH3:5].[C:11]([OH:14])(=[O:13])C>>[CH3:9][C:8]1[N:2]([C:6]2[N:4]=[CH:5][C:9]([C:11]([OH:14])=[O:13])=[CH:8][N:7]=2)[N:1]=[CH:6][N:7]=1. Procedure: 2-Chloropyrimidine-5-carboxylic acid (1.5 g) is dissolved in MeOH (25 mL) and hydrazine (5 mL) is added at r.t. An exothermic reaction occurs and a solid precipitate forms. The solid is filtered off washing with a little MeOH and is dried by suction to give the hydrazine intermediate. The hydrazine is dissolved in acetic acid (4 mL) and N-((dimethylamino)methylene)acetamide [made from acetamide and N,N-dimethylformamide-dimethylacetal by procedure in US2007/0111984A1] (2.0 g) is added and heated... Conditions: temperature 40 celsius. Procedure details: To a suspension of 2-(2-hydroxyethylamino)-4-chlorobenzoic acid (5.0 g) in water (50 ml) was added lithium hydroxide (1.0 g), was further added sodium cyanate (1.05 g) with maintaining the temperature at about 40° C. The resulting solution was reacted for 2 hours, adjusting the pH 6.0-7.0 with concentrated hydrochloric acid. Then, to the reaction solution was added lithium hydroxide (1.3 g), was further added sodium cyanate (2.1 g) at the same temperature, the resulting solution was reacted for ... The yield is 120.7%. Solvent: O (water). Reactants: OCCNC1=C(C(=O)O)C=CC(=C1)Cl (2-(2-hydroxyethylamino)-4-chlorobenzoic acid), [OH-].[Li+] (lithium hydroxide), Cl (hydrochloric acid), Cl (hydrochloric acid), [OH-].[Li+] (lithium hydroxide), [OH-].[Li+] (lithium hydroxide), [O-]C#N.[Na+] (sodium cyanate), [O-]C#N.[Na+] (sodium cyanate). Reaction SMILES: [OH:1][CH2:2][CH2:3][NH:4][C:5]1[CH:13]=[C:12]([Cl:14])[CH:11]=[CH:10][C:6]=1[C:7]([OH:9])=O.[OH-].[Li+].[O-:17][C:18]#[N:19].[Na+].Cl>O>[OH:1][CH2:2][CH2:3][N:4]1[C:5]2[C:6](=[CH:10][CH:11]=[C:12]([Cl:14])[CH:13]=2)[C:7](=[O:9])[NH:19][C:18]1=[O:17] |f:1.2,3.4|. The product is OCCN1C(NC(C2=CC=C(C=C12)Cl)=O)=O (1-(2-hydroxyethyl)-7-chloro-2,4(1H, 3H)-quinazolinedione). Starting materials: C1(=CC=CC=C1)N1CCN(CC1)CCSC1=C(CO)C=CC=C1 (2-[2-(4-phenylpiperazin-1-yl)ethylthio]benzylalcohol), C(C(=O)Cl)(=O)Cl (oxalyl chloride), CS(=O)C (dimethylsulfoxide). The solvent is C(C)N(CC)CC (triethylamine). The product is C1(=CC=CC=C1)N1CCN(CC1)CCSC1=C(C=O)C=CC=C1 (2-[2-(4-phenylpiperazin-1-yl)ethylthio]benzaldehyde). Yield: 93.1%. Reaction SMILES: [C:1]1([N:7]2[CH2:12][CH2:11][N:10]([CH2:13][CH2:14][S:15][C:16]3[CH:23]=[CH:22][CH:21]=[CH:20][C:17]=3[CH2:18][OH:19])[CH2:9][CH2:8]2)[CH:6]=[CH:5][CH:4]=[CH:3][CH:2]=1.C(Cl)(=O)C(Cl)=O.CS(C)=O>C(N(CC)CC)C>[C:1]1([N:7]2[CH2:8][CH2:9][N:10]([CH2:13][CH2:14][S:15][C:16]3[CH:23]=[CH:22][CH:21]=[CH:20][C:17]=3[CH:18]=[O:19])[CH2:11][CH2:12]2)[CH:2]=[CH:3][CH:4]=[CH:5][CH:6]=1. Procedure details: 6.0 g of 2-[2-(4-phenylpiperazin-1-yl)ethylthio]benzylalcohol, 2.60 g of oxalyl chloride, 3.2 g of dimethylsulfoxide and 9.3 g of triethylamine are treated in the same manner as described above. 5.55 g of 2-[2-(4-phenylpiperazin-1-yl)ethylthio]benzaldehyde are obtained. Yield: 93%.